This data is from the Open Reaction Database (ORD), a public repository of structured organic reaction records. The task is: describe an organic reaction: reactants, conditions, products, and yield RXN SMILES: [Cl:19][C:20](=[O:21])[O:22][CH2:23][CH3:24].[Cl:26][CH2:27][Cl:28].[NH2:7][c:8]1[c:9]([I:18])[c:10]2[n:11]([cH:12][cH:13]1)[cH:14][c:15]([CH3:17])[n:16]2.[Na+:1].[Na+:2].[O-:3][C:4](=[O:5])[O-:6].[OH2:25]>>[NH:7]([c:8]1[c:9]([I:18])[c:10]2[n:11]([cH:12][cH:13]1)[cH:14][c:15]([CH3:17])[n:16]2)[C:20](=[O:21])[O:22][CH2:23][CH3:24]. The reactants are CCOC(=O)Cl, ClCCl, Cc1cn2ccc(N)c(I)c2n1, [Na+], [Na+], O=C([O-])[O-], O. The product is CCOC(=O)Nc1ccn2cc(C)nc2c1I. The reactants are CCOC(=O)CC(C)=O, Cc1ccc(N)cc1, Cc1ccc(S(=O)(=O)O)cc1, c1ccccc1. The product is CCOC(=O)C=C(C)Nc1ccc(C)cc1. As a reaction SMILES: [C:20]([CH2:21][C:22](=[O:23])[CH3:24])(=[O:25])[O:26][CH2:27][CH3:28].[CH3:12][c:13]1[cH:14][cH:15][c:16]([NH2:17])[cH:18][cH:19]1.[c:1]1([CH3:2])[cH:3][cH:4][c:5]([S:6]([OH:7])(=[O:8])=[O:9])[cH:10][cH:11]1.[cH:29]1[cH:30][cH:31][cH:32][cH:33][cH:34]1>>[CH3:12][c:13]1[cH:14][cH:15][c:16]([NH:17][C:22](=[CH:21][C:20](=[O:25])[O:26][CH2:27][CH3:28])[CH3:24])[cH:18][cH:19]1. Starting materials: C(C1=CC=CC=C1)OC(=O)NCCC[C@@H](CC(=O)O)NC(=O)OC(C)(C)C ((3S)-6-{[(benzyloxy)carbonyl]amino}-3-[(tert-butoxycarbonyl)amino]hexanoic acid), C(C)(C)(C)OC(NCCC[C@@H](CN)NC(=O)OC(C)(C)C)=O (tert-Butyl{(4S)-5-amino-4-[(tert-butoxycarbonyl)amino]pentyl}carbamate), C(CCl)Cl (EDC), C=1C=CC2=C(C1)N=NN2O (HOBt). Run in CN(C=O)C (dimethylformamide). Reaction conditions: time 12 hour. Product: C(C1=CC=CC=C1)OC(NCCC[C@@H](CC(=O)NC[C@H](CCCNC(=O)OC(C)(C)C)NC(=O)OC(C)(C)C)NC(=O)OC(C)(C)C)=O (Benzyl{(4S)-6-({(2S)-2,5-bis[(tert-butoxycarbonyl)amino]pentyl}amino)-4-[(tert-butoxycarbonyl)amino]-6-oxohexyl}carbamate). Reaction SMILES: [CH2:1]([O:8][C:9]([NH:11][CH2:12][CH2:13][CH2:14][C@H:15]([NH:20][C:21]([O:23][C:24]([CH3:27])([CH3:26])[CH3:25])=[O:22])[CH2:16][C:17]([OH:19])=O)=[O:10])[C:2]1[CH:7]=[CH:6][CH:5]=[CH:4][CH:3]=1.[C:28]([O:32][C:33](=[O:49])[NH:34][CH2:35][CH2:36][CH2:37][C@H:38]([NH:41][C:42]([O:44][C:45]([CH3:48])([CH3:47])[CH3:46])=[O:43])[CH2:39][NH2:40])([CH3:31])([CH3:30])[CH3:29].C(Cl)CCl.C1C=CC2N(O)N=NC=2C=1>CN(C)C=O>[CH2:1]([O:8][C:9](=[O:10])[NH:11][CH2:12][CH2:13][CH2:14][C@H:15]([NH:20][C:21]([O:23][C:24]([CH3:27])([CH3:26])[CH3:25])=[O:22])[CH2:16][C:17]([NH:40][CH2:39][C@@H:38]([NH:41][C:42]([O:44][C:45]([CH3:48])([CH3:47])[CH3:46])=[O:43])[CH2:37][CH2:36][CH2:35][NH:34][C:33]([O:32][C:28]([CH3:30])([CH3:31])[CH3:29])=[O:49])=[O:19])[C:2]1[CH:3]=[CH:4][CH:5]=[CH:6][CH:7]=1. Procedure: Under argon, 0.1 g (0.263 mmol) of (3S)-6-{[(benzyloxy)carbonyl]amino}-3-[(tert-butoxycarbonyl)amino]hexanoic acid (Bioorg. Med. Chem. Lett. (1998) 8:1477-1482) and 0.108 g (0.342 mmol) of tert-butyl{(4S)-5-amino-4-[(tert-butoxycarbonyl)amino]pentyl}carbamate (Example 86A) are dissolved in 6 ml of dimethylformamide. Then, at 0° C. (ice bath), 0.066 g (0.342 mmol) of EDC and 0.011 g (0.079 mmol) of HOBt are added. The mixture is slowly warmed to RT and stirred at RT for 12 h. The solution is conc... Starting materials: OCC=1C=CC=C2C=CC=C(C12)CO ((8-hydroxymethyl-naphthalen-1-yl)-methanol), P(O)(O)(O)=O (phosphoric acid), O (water). The solvent is C(Cl)Cl (CH2Cl2). Run at temperature 140 celsius, time 3 hour. Product: C1OCC2=C3C(C=CC=C13)=CC=C2 (1H,3H-Benzo[de]isochromene). As a reaction SMILES: O[CH2:2][C:3]1[CH:4]=[CH:5][CH:6]=[C:7]2[C:12]=1[C:11]([CH2:13][OH:14])=[CH:10][CH:9]=[CH:8]2.P(=O)(O)(O)O.O>C(Cl)Cl>[CH2:2]1[C:3]2[C:12]3[C:7](=[CH:8][CH:9]=[CH:10][C:11]=3[CH2:13][O:14]1)[CH:6]=[CH:5][CH:4]=2. Procedure: A 1-L 3-neck flask equipped with an overhead stirrer, a condenser, and a thermocouple was charged with (8-hydroxymethyl-naphthalen-1-yl)-methanol (33.0 g, 0.175 mol), concentrated phosphoric acid (225 mL), and water (5 mL). The reaction mixture was stirred at 140° C. for 3 h, cooled to room temperature, diluted with CH2Cl2 (800 mL) and transferred to a 2-L separatory funnel. After washing the organic layer with water and saturated NaHCO3 it was dried over MgSO4 and evaporated to yield 1H,3H-Benz... Starting materials: CC1=NC2=CC=C(C(=C2C=C1)[N+](=O)[O-])C (2,6-dimethyl-5-nitro-quinoline), [NH4+].[Cl-] (NH4Cl). The reagents and catalysts are [Fe] (iron). The solvent is C(C)O (ethanol), O (water). The product is CC1=NC2=CC=C(C(=C2C=C1)N)C (2,6-dimethyl-quinolin-5-ylamine). Yield: 73.3%. Reaction SMILES: [CH3:1][C:2]1[CH:11]=[CH:10][C:9]2[C:4](=[CH:5][CH:6]=[C:7]([CH3:15])[C:8]=2[N+:12]([O-])=O)[N:3]=1.[NH4+].[Cl-]>C(O)C.O.[Fe]>[CH3:1][C:2]1[CH:11]=[CH:10][C:9]2[C:4](=[CH:5][CH:6]=[C:7]([CH3:15])[C:8]=2[NH2:12])[N:3]=1 |f:1.2|. Procedure details: To a solution of 2,6-dimethyl-5-nitro-quinoline (192 mg, 0.95 mmol) in ethanol (9.3 mL) and water (4.7 mL) were added iron powder (280 mg, 5.0 mmol) and NH4Cl 280 mg, 5.2 mmol). The mixture was heated at reflux for 2 h, then cooled filtered. The filtrate was concentrated under reduced pressure, and the aqueous residue was extracted with ethyl acetate. The combined extracts were washed with water and brine, dried over Na2SO4, filtered and concentrated to dryness under reduced pressure. Purificati... Starting materials: C(C)(=O)OC1=CC=C(C=C(C(=O)O)C)C=C1 (4-acetoxy-α-methylcinnamic acid), S(=O)(Cl)Cl (thionyl chloride). Reported procedure: Into 20 g of this 4-acetoxy-α-methylcinnamic acid was dropped 100 g of thionyl chloride, reaction was carried out under reflux for 2 hours, unreacted thionyl chloride was removed by distillation and the reaction product was subjected to distillation under a reduced pressure to obtain 19 g of 4-acetoxy-α-methylcinnamic acid chloride. This acid chloride was dissolved in 100 ml of acetone, 11 g of l-2-octanol and 10 g of triethylamine were added to the solution, and the reaction was carried out for... Yields the product C(C)(=O)OC1=CC=C(C=C(C(=O)Cl)C)C=C1 (4-acetoxy-α-methylcinnamic acid chloride). Isolated yield 87.7%. Reaction SMILES: [C:1]([O:4][C:5]1[CH:16]=[CH:15][C:8]([CH:9]=[C:10]([CH3:14])[C:11](O)=[O:12])=[CH:7][CH:6]=1)(=[O:3])[CH3:2].S(Cl)([Cl:19])=O>>[C:1]([O:4][C:5]1[CH:16]=[CH:15][C:8]([CH:9]=[C:10]([CH3:14])[C:11]([Cl:19])=[O:12])=[CH:7][CH:6]=1)(=[O:3])[CH3:2]. Reactants: COC1=C(C#N)C=CC(=C1)C1OC1 (2-methoxy-4-(oxiran-2-yl)benzonitrile), OC[C@@H]1CN(CCN1)C(=O)OC(C)(C)C (tert-butyl (3S)-3-(hydroxymethyl)piperazine-1-carboxylate). Run in CCO (EtOH). Yields the product C(#N)C1=C(C=C(C=C1)C(CN1[C@@H](CN(CC1)C(=O)OC(C)(C)C)CO)O)OC (tert-Butyl (3S)-4-[2-(4-cyano-3-methoxyphenyl)-2-hydroxyethyl]-3-(hydroxymethyl)piperazine-1-carboxylate). As a reaction SMILES: [CH3:1][O:2][C:3]1[CH:10]=[C:9]([CH:11]2[CH2:13][O:12]2)[CH:8]=[CH:7][C:4]=1[C:5]#[N:6].[OH:14][CH2:15][C@H:16]1[NH:21][CH2:20][CH2:19][N:18]([C:22]([O:24][C:25]([CH3:28])([CH3:27])[CH3:26])=[O:23])[CH2:17]1>CCO>[C:5]([C:4]1[CH:7]=[CH:8][C:9]([CH:11]([OH:12])[CH2:13][N:21]2[CH2:20][CH2:19][N:18]([C:22]([O:24][C:25]([CH3:26])([CH3:27])[CH3:28])=[O:23])[CH2:17][C@H:16]2[CH2:15][OH:14])=[CH:10][C:3]=1[O:2][CH3:1])#[N:6]. Reported procedure: A Pyrex vessel was charged with magnetic stirring bar, (0.350 g, 2.00 mmol) of 2-methoxy-4-(oxiran-2-yl)benzonitrile, (0.457 g, 2.20 mmol) of tert-butyl (3S)-3-(hydroxymethyl)piperazine-1-carboxylate, and 6 mL of EtOH. Then it was introduced in the microwave reactor and irradiated at 150° C. for 3 h. Then the mixture was cooled to RT and the solvent was evaporated and the resulting residue was purified by column chromatography (silica gel, 1-20% dichloromethane/MeOH) which afforded the title com...